describe an organic reaction: reactants, conditions, products, and yield From a dataset of the Open Reaction Database (ORD), a public repository of structured organic reaction records. Reactants: CCOC(=O)c1nc2n(c(=O)c1OCc1ccccc1)CCC=C2Br, CC#N, [Na+], [Na+], O=C([O-])[O-], O, OB(O)c1ccccc1, c1ccc(P(c2ccccc2)(c2ccccc2)[Pd](P(c2ccccc2)(c2ccccc2)c2ccccc2)(P(c2ccccc2)(c2ccccc2)c2ccccc2)P(c2ccccc2)(c2ccccc2)c2ccccc2)cc1. Yields the product CCOC(=O)c1nc2n(c(=O)c1OCc1ccccc1)CCC=C2c1ccccc1. As a reaction SMILES: [CH2:1]([c:2]1[cH:3][cH:4][cH:5][cH:6][cH:7]1)[O:8][c:9]1[c:10]([C:21](=[O:22])[O:23][CH2:24][CH3:25])[n:11][c:12]2[n:13]([c:14]1=[O:15])[CH2:16][CH2:17][CH:18]=[C:19]2[Br:20].[CH3:41][C:42]#[N:43].[Na+:35].[Na+:36].[O-:37][C:38](=[O:39])[O-:40].[OH2:44].[OH:26][B:27]([OH:28])[c:29]1[cH:30][cH:31][cH:32][cH:33][cH:34]1.[cH:45]1[cH:46][cH:47][c:48]([P:49]([Pd:50]([P:51]([c:52]2[cH:53][cH:54][cH:55][cH:56][cH:57]2)([c:58]2[cH:59][cH:60][cH:61][cH:62][cH:63]2)[c:64]2[cH:65][cH:66][cH:67][cH:68][cH:69]2)([P:70]([c:71]2[cH:72][cH:73][cH:74][cH:75][cH:76]2)([c:77]2[cH:78][cH:79][cH:80][cH:81][cH:82]2)[c:83]2[cH:84][cH:85][cH:86][cH:87][cH:88]2)[P:89]([c:90]2[cH:91][cH:92][cH:93][cH:94][cH:95]2)([c:96]2[cH:97][cH:98][cH:99][cH:100][cH:101]2)[c:102]2[cH:103][cH:104][cH:105][cH:106][cH:107]2)([c:108]2[cH:109][cH:110][cH:111][cH:112][cH:113]2)[c:114]2[cH:115][cH:116][cH:117][cH:118][cH:119]2)[cH:120][cH:121]1>>[CH2:1]([c:2]1[cH:3][cH:4][cH:5][cH:6][cH:7]1)[O:8][c:9]1[c:10]([C:21](=[O:22])[O:23][CH2:24][CH3:25])[n:11][c:12]2[n:13]([c:14]1=[O:15])[CH2:16][CH2:17][CH:18]=[C:19]2[c:29]1[cH:30][cH:31][cH:32][cH:33][cH:34]1.